Dataset: the Open Reaction Database (ORD), a public repository of structured organic reaction records. Task: describe an organic reaction: reactants, conditions, products, and yield Starting materials: NC1=C(C=C(C=C1C#N)C(F)(F)F)Cl (4-Amino-3-chloro-5-cyano-trifluoromethylbenzene), N(=O)OC(C)(C)C (tertiary butyl nitrite), Cl (hydrochloric acid). Reagents/catalysts: [Cu](Cl)Cl (copper (II) chloride). Solvent: C(C)#N (acetonitrile), C(C)#N (acetonitrile). Reaction conditions: time 2 hour. Product: C(#N)C=1C=C(C=C(C1Cl)Cl)C(F)(F)F (3-cyano-4,5-dichloro-trifluoromethylbenzene). RXN SMILES: N[C:2]1[C:7]([C:8]#[N:9])=[CH:6][C:5]([C:10]([F:13])([F:12])[F:11])=[CH:4][C:3]=1[Cl:14].N(OC(C)(C)C)=O.[ClH:22]>C(#N)C.[Cu](Cl)Cl>[C:8]([C:7]1[CH:6]=[C:5]([C:10]([F:13])([F:12])[F:11])[CH:4]=[C:3]([Cl:14])[C:2]=1[Cl:22])#[N:9]. Reported procedure: 4-Amino-3-chloro-5-cyano-trifluoromethylbenzene (5.1g) (Preparation 3) in dry acetonitrile (0.25 ml) was added dropwise to a stirred suspension of copper (II) chloride (3.72g) and tertiary butyl nitrite (12.24g) in dry acetonitrile (75 ml) whilst the temperature was maintained between 0 and +5° C. After the addition was complete stirring was continued for a further 2 hours, whereupon the reaction mixture was diluted with dilute aqueous hydrochloric acid, and extracted with ethyl acetate. The org... The reactants are CC1=C(N=CN1)CN1C(C2=C(N3CCCC4=CC=CC2=C34)CCC1)=O (11-{(5-methyl-1H-imidazol-4-yl)methyl}-5,6,9,10,11,12-hexahydro-4H, 8H-azepino[3',4':4,5] pyrrolo[3,2,1-ij]quinolin-12-one), CO (MeOH). Yields the product CC1=C(N=CN1)CN1C(C2=C(N3CCCCC4=C3C2=CC=C4)CC1)=O (11-[(5-methyl-1H-imidazol-4-yl)methyl]-4,5,6,7,9,10,11,12octahydro-pyrido[3',4':4,5]pyrrolo[3,2,1-jk][1]benzazepin12-one). As a reaction SMILES: [CH3:1][C:2]1[NH:6][CH:5]=[N:4][C:3]=1[CH2:7][N:8]1C[CH2:23][CH2:22][C:11]2[N:12]3[C:21]4[C:16](=[CH:17][CH:18]=[CH:19][C:20]=4[C:10]=2[C:9]1=[O:25])[CH2:15][CH2:14][CH2:13]3.[CH3:26]O>>[CH3:1][C:2]1[NH:6][CH:5]=[N:4][C:3]=1[CH2:7][N:8]1[CH2:23][CH2:22][C:11]2[N:12]3[C:21]4[C:20](=[CH:19][CH:18]=[CH:17][C:16]=4[CH2:15][CH2:14][CH2:26][CH2:13]3)[C:10]=2[C:9]1=[O:25]. Procedure: 11-{(5-methyl-1H-imidazol-4-yl)methyl}-5,6,9,10,11,12-hexahydro-4H, 8H-azepino[3',4':4,5] pyrrolo[3,2,1-ij]quinolin-12-one; melting point 215°-216° C. C-13-NMR (SLV: CDCl3, Ref.: TMS, ADT: MeOH)